describe an organic reaction: reactants, conditions, products, and yield From a dataset of the Open Reaction Database (ORD), a public repository of structured organic reaction records. Product: COc1ccc(CSCC(C(=O)N2CCCC2C(=O)OC(C)(C)C)C(F)(F)F)cc1. Reaction SMILES: [C:20]([CH3:21])([CH3:22])([CH3:23])[O:24][C:25]([CH:26]1[NH:27][CH2:28][CH2:29][CH2:30]1)=[O:31].[CH3:1][O:2][c:3]1[cH:4][cH:5][c:6]([CH2:7][S:8][CH2:9][CH:10]([C:11](=[O:12])[OH:13])[C:14]([F:15])([F:16])[F:17])[cH:18][cH:19]1.[CH:32]1([N:33]=[C:34]=[N:35][CH:36]2[CH2:37][CH2:38][CH2:39][CH2:40][CH2:41]2)[CH2:42][CH2:43][CH2:44][CH2:45][CH2:46]1.[Cl:47][CH2:48][Cl:49]>>[CH3:1][O:2][c:3]1[cH:4][cH:5][c:6]([CH2:7][S:8][CH2:9][CH:10]([C:11](=[O:13])[N:27]2[CH:26]([C:25]([O:24][C:20]([CH3:21])([CH3:22])[CH3:23])=[O:31])[CH2:30][CH2:29][CH2:28]2)[C:14]([F:15])([F:16])[F:17])[cH:18][cH:19]1. The reactants are CC(C)(C)OC(=O)C1CCCN1, COc1ccc(CSCC(C(=O)O)C(F)(F)F)cc1, C(=NC1CCCCC1)=NC1CCCCC1, ClCCl.